From a dataset of the Open Reaction Database (ORD), a public repository of structured organic reaction records. describe an organic reaction: reactants, conditions, products, and yield Reactants: C1CCOC1, COCCOCOc1cccc(C#C[Si](C)(C)C)c1, CCCC[N+](CCCC)(CCCC)CCCC, CC(=O)O, [F-]. Yields the product C#Cc1cccc(OCOCCOC)c1. As a reaction SMILES: [CH2:42]1[O:43][CH2:44][CH2:45][CH2:46]1.[CH3:1][O:2][CH2:3][CH2:4][O:5][CH2:6][O:7][c:8]1[cH:9][c:10]([C:14]#[C:15][Si:16]([CH3:17])([CH3:18])[CH3:19])[cH:11][cH:12][cH:13]1.[CH3:21][CH2:22][CH2:23][CH2:24][N+:25]([CH2:26][CH2:27][CH2:28][CH3:29])([CH2:30][CH2:31][CH2:32][CH3:33])[CH2:34][CH2:35][CH2:36][CH3:37].[CH3:38][C:39](=[O:40])[OH:41].[F-:20]>>[CH3:1][O:2][CH2:3][CH2:4][O:5][CH2:6][O:7][c:8]1[cH:9][c:10]([C:14]#[CH:15])[cH:11][cH:12][cH:13]1. Starting materials: [BH4-], CS(=O)(=O)Nc1ccc2c(c1)C(=O)CC1(CCC(N3CCc4ccccc4C3)CC1)O2, CCO, [Na+], [Na+], O=C([O-])O. Yields the product CS(=O)(=O)Nc1ccc2c(c1)C(O)CC1(CCC(N3CCc4ccccc4C3)CC1)O2. As a reaction SMILES: [BH4-:35].[CH2:1]1[N:2]([CH:11]2[CH2:12][CH2:13][C:14]3([O:15][c:16]4[c:17]([cH:21][c:22]([NH:25][S:26](=[O:27])(=[O:28])[CH3:29])[cH:23][cH:24]4)[C:18](=[O:20])[CH2:19]3)[CH2:30][CH2:31]2)[CH2:3][CH2:4][c:5]2[cH:6][cH:7][cH:8][cH:9][c:10]21.[CH3:32][CH2:33][OH:34].[Na+:36].[Na+:41].[O-:37][C:38]([OH:39])=[O:40]>>[CH2:1]1[N:2]([CH:11]2[CH2:12][CH2:13][C:14]3([O:15][c:16]4[c:17]([cH:21][c:22]([NH:25][S:26](=[O:27])(=[O:28])[CH3:29])[cH:23][cH:24]4)[CH:18]([OH:20])[CH2:19]3)[CH2:30][CH2:31]2)[CH2:3][CH2:4][c:5]2[cH:6][cH:7][cH:8][cH:9][c:10]21. Reactants: CC1(CC=2N(N=C(C2)CO)C1)C ((5,5-dimethyl-5,6-dihydro-4H-pyrrolo[1,2-b]pyrazol-2-yl)methanol). The reagents and catalysts are O=[Mn]=O (MnO2). Run in C(Cl)(Cl)Cl (CHCl3). Product: CC1(CC=2N(N=C(C2)C=O)C1)C (5,5-Dimethyl-5,6-dihydro-4H-pyrrolo[1,2-b]pyrazole-2-carbaldehyde), ester. As a reaction SMILES: [CH3:1][C:2]1([CH3:12])[CH2:11][N:5]2[N:6]=[C:7]([CH2:9][OH:10])[CH:8]=[C:4]2[CH2:3]1>C(Cl)(Cl)Cl.O=[Mn]=O>[CH3:1][C:2]1([CH3:12])[CH2:11][N:5]2[N:6]=[C:7]([CH:9]=[O:10])[CH:8]=[C:4]2[CH2:3]1. Procedure details: To 3.19 g of the crude (5,5-dimethyl-5,6-dihydro-4H-pyrrolo[1,2-b]pyrazol-2-yl)methanol in 222 mL of CHCl3 was added activated MnO2 (18.5 g) under a nitrogen atmosphere at room temperature, and then refluxed for 1 h. The mixture was filtered through a pad of Celite and the filtrate was concentrated under reduced pressure. The residue was applied to silica-gel column chromatography, and then the column was eluted with hexane-AcOEt (3:1). The titled compound was obtained as a brown solid (2.48 g, ... Starting materials: C(CCC)[Li] (Butyl lithium), [NH4+].[Cl-] (NH4Cl), O1CCCC1 (tetrahydrofuran), C(C)OC(CCCCCC[C@H]1[C@@H](CCC1=CCC(CCCCC)=O)O)=O (9β-hydroxy-15-oxo-12-prostenoic acid ethyl ester). The solvent is C(C)OCC (diethyl ether). Yields the product C(C)OC(CCCCCC[C@H]1[C@@H](CCC1=CCC(CCCCC)(CCCC)O)O)=O (9β,15-dihydroxy-15-butyl-12-prostenoic acid ethyl ester). RXN SMILES: [CH2:1]([Li])[CH2:2][CH2:3][CH3:4].O1CCCC1.[CH2:11]([O:13][C:14](=[O:36])[CH2:15][CH2:16][CH2:17][CH2:18][CH2:19][CH2:20][C@@H:21]1[C:25](=[CH:26][CH2:27][C:28](=[O:34])[CH2:29][CH2:30][CH2:31][CH2:32][CH3:33])[CH2:24][CH2:23][C@H:22]1[OH:35])[CH3:12].[NH4+].[Cl-]>C(OCC)C>[CH2:11]([O:13][C:14](=[O:36])[CH2:15][CH2:16][CH2:17][CH2:18][CH2:19][CH2:20][C@@H:21]1[C:25](=[CH:26][CH2:27][C:28]([OH:34])([CH2:1][CH2:2][CH2:3][CH3:4])[CH2:29][CH2:30][CH2:31][CH2:32][CH3:33])[CH2:24][CH2:23][C@H:22]1[OH:35])[CH3:12] |f:3.4|. Procedure details: 1.6 g. Butyl lithium, dissolved in 60 ml. tetrahydrofuran, is added dropwise to 3.7 g. 9β-hydroxy-15-oxo-12-prostenoic acid ethyl ester, dissolved in 150 ml. dry diethyl ether, with the exclusion of moisture, under argon and with stirring at -15°. The mixture is stirred for another hour, allowed to warm to 0° and mixed dropwise, with ice cooling, with 300 ml. saturated aqueous NH4Cl solution. The organic phase is separated, washed with water and dried over Na2SO4. The solvent is removed to obtai... Reactants: ClC1=CC=CC2=C1C(N1[C@H](C=3N2C=NC3C(=O)OCC)CCC1)=O (ethyl (S)-8-chloro-11,12,13,13a-tetrahydro-9-oxo-9H-imidazo[1,5-a]pyrrolo[2,1-c][1,4]benzodiazepine-1-carboxylate), C1(CCCCC1)CCO (2-cyclohexyl-ethanol). Reagents/catalysts: CCO.CCO.CCO.CCO.[Ti] (tetraethyl orthotitanate). Run at time 15 minute. The product is ClC1=CC=CC2=C1C(N1[C@H](C=3N2C=NC3C(=O)OCCC3CCCCC3)CCC1)=O (2-cyclohexylethyl (S)-8-chloro-11,12,13,13a-tetrahydro-9-oxo-9H-imidazo[1,5-a]pyrrolo[2,1-c][1,4]benzodiazepine-1-carboxylate). Reaction SMILES: [Cl:1][C:2]1[C:7]2[C:8](=[O:24])[N:9]3[CH2:23][CH2:22][CH2:21][C@H:10]3[C:11]3[N:12]([CH:13]=[N:14][C:15]=3[C:16]([O:18][CH2:19][CH3:20])=[O:17])[C:6]=2[CH:5]=[CH:4][CH:3]=1.[CH:25]1(CCO)[CH2:30][CH2:29][CH2:28][CH2:27][CH2:26]1>CCO.CCO.CCO.CCO.[Ti]>[Cl:1][C:2]1[C:7]2[C:8](=[O:24])[N:9]3[CH2:23][CH2:22][CH2:21][C@H:10]3[C:11]3[N:12]([CH:13]=[N:14][C:15]=3[C:16]([O:18][CH2:19][CH2:20][CH:25]3[CH2:30][CH2:29][CH2:28][CH2:27][CH2:26]3)=[O:17])[C:6]=2[CH:5]=[CH:4][CH:3]=1 |f:2.3.4.5.6|. Procedure: A mixture of 6.93 g (0.02 mmol) of ethyl (S)-8-chloro-11,12,13,13a-tetrahydro-9-oxo-9H-imidazo[1,5-a]pyrrolo[2,1-c][1,4]benzodiazepine-1-carboxylate 1.4 g of tetraethyl orthotitanate and 24 g of 2-cyclohexyl-ethanol is heated to 140° for 2.5 hours, evaporated in vacuo, the residue is taken up in chloroform and the solution is poured into about 20 percent hydrochloric acid. The mixture is stirred for 15 minutes, the chloroform phase is separated, washed successively with 2N hydrochloric acid and ... Reactants: CC=1C=C2C(=C3C=CC(NC13)=O)OCC2C=C (5-Methyl-2,3,6,7-tetrahydro-3-vinylfuro[2,3-f]quinoline-7-one), I(=O)(=O)(=O)[O-].[Na+] (sodium periodate). Reagents/catalysts: [Os](=O)(=O)(=O)=O (osmium tetraoxide). The solvent is C(CCC)O.CC(=O)C.O (butanol acetone water). Reaction conditions: time 24 hour. Yields the product C(=O)C1COC2=C3C=CC(NC3=C(C=C21)C)=O (3-formyl-5-methyl-2,3,6,7-tetrahydrofuro[2,3-f]quinoline-7-one). Isolated yield 59.5%. RXN SMILES: [CH3:1][C:2]1[CH:3]=[C:4]2[CH:15]([CH:16]=C)[CH2:14][O:13][C:5]2=[C:6]2[C:11]=1[NH:10][C:9](=[O:12])[CH:8]=[CH:7]2.I([O-])(=O)(=O)=[O:19].[Na+]>C(O)CCC.CC(C)=O.O.[Os](=O)(=O)(=O)=O>[CH:16]([CH:15]1[C:4]2[C:5](=[C:6]3[C:11](=[C:2]([CH3:1])[CH:3]=2)[NH:10][C:9](=[O:12])[CH:8]=[CH:7]3)[O:13][CH2:14]1)=[O:19] |f:1.2,3.4.5|. Procedure details: 5-Methyl-2,3,6,7-tetrahydro-3-vinylfuro[2,3-f]quinoline-7-one (1.75 g) was dissolved in a mixture of butanol-acetone-water (3:3:1, 350 ml), to which sodium periodate (11.5 g) and osmium tetraoxide (350 mg) were added, followed by stirring at room temperature for 24 hours. The reaction mixture was filtered, and the filtrate was subjected to distillation to remove the solvent. The residue was recrystallized from a solvent mixture of chloroform-ether to obtain 1.05 g of 3-formyl-5-methyl-2,3,6,7-te... The reactants are ClC1=C(C=C(CNC(OC(C)(C)C)=O)C=C1)N=C=S (tert-Butyl 4-chloro-3-isothiocyanatobenzylcarbamate), NC=1C(=CC(=C(C(=O)OCC)C1)OCC(F)F)NC (Ethyl 5-amino-2-(2,2-difluoroethoxy)-4-(methylamino)benzoate), CC(N=C=NC(C)C)C (DIC). Solvent: CN(C)C=O (DMF). Yields the product C(C)OC(=O)C1=CC2=C(N(C(=N2)NC2=C(C=CC(=C2)CNC(=O)OC(C)(C)C)Cl)C)C=C1OCC(F)F (Ethyl-2-(2-chloro-5-{[(tert-butoxycarbonyl)-amino]-methyl}-phenylamino)-6-(2,2-difluoro-ethoxy)-1-methyl-1H-benzimidazole-5-carboxylate). As a reaction SMILES: [Cl:1][C:2]1[CH:16]=[CH:15][C:5]([CH2:6][NH:7][C:8](=[O:14])[O:9][C:10]([CH3:13])([CH3:12])[CH3:11])=[CH:4][C:3]=1[N:17]=[C:18]=S.[NH2:20][C:21]1[C:22]([NH:37][CH3:38])=[CH:23][C:24]([O:32][CH2:33][CH:34]([F:36])[F:35])=[C:25]([CH:31]=1)[C:26]([O:28][CH2:29][CH3:30])=[O:27].CC(C)N=C=NC(C)C>CN(C=O)C>[CH2:29]([O:28][C:26]([C:25]1[C:24]([O:32][CH2:33][CH:34]([F:35])[F:36])=[CH:23][C:22]2[N:37]([CH3:38])[C:18]([NH:17][C:3]3[CH:4]=[C:5]([CH2:6][NH:7][C:8]([O:9][C:10]([CH3:13])([CH3:12])[CH3:11])=[O:14])[CH:15]=[CH:16][C:2]=3[Cl:1])=[N:20][C:21]=2[CH:31]=1)=[O:27])[CH3:30]. Reported procedure: A mixture of tert-butyl 4-chloro-3-isothiocyanatobenzylcarbamate ((see Example 2, step (c)) 974 mg; 3.26 mmol) and ethyl 5-amino-2-(2,2-difluoroethoxy)-4-(methylamino)benzoate ((see Example 59, step (g)) 894 mg; 3.26 mmol) in DMF (10 mL) was stirred over night at rt. DIC (411 mg; 3.26 mmol) was added and the mixture was heated at 90° C. for 1.5 h. The mixture was concentrated and the residue was recrystallized from EtOAc/petroleum ether and washed with Et2O to give the sub-title compound. Yield:... The reactants are O=C1OC(=O)c2ccccc21, O=C(O)CC(=O)O, c1ccncc1. Product: CC(=O)c1ccccc1C(=O)O. RXN SMILES: [O:1]=[C:2]1[O:3][C:4](=[O:5])[c:6]2[cH:7][cH:8][cH:9][cH:10][c:11]21.[OH:12][C:13]([CH2:14][C:15](=[O:16])[OH:17])=[O:18].[cH:19]1[cH:20][cH:21][n:22][cH:23][cH:24]1>>[O:1]=[C:2]([OH:3])[c:11]1[c:6]([C:4](=[O:5])[CH3:13])[cH:7][cH:8][cH:9][cH:10]1.